This data is from the Open Reaction Database (ORD), a public repository of structured organic reaction records. The task is: describe an organic reaction: reactants, conditions, products, and yield Starting materials: C(C)(=O)OCC (ethyl acetate), C([O-])(O)=O.[Na+] (sodium bicarbonate), C(C)(C)(C)OC(=O)CON=C(C(=O)NC1[C@@H]2N(C(=C(CS2)COC)C(=O)OC(C)(C)C)C1=O)C=1N=C(SC1)NC=O (tert-butyl 7-[2-tert-butoxycarbonylmethoxyimino-2-(2-formamidothiazol-4-yl)acetamido]-3-methoxymethyl-3-cephem-4-carboxylate), Cl (hydrochloric acid). The solvent is O (water), CO (methanol). Run at time 3 hour. Product: NC=1SC=C(N1)C(C(=O)NC1[C@@H]2N(C(=C(CS2)COC)C(=O)OC(C)(C)C)C1=O)=NOCC(=O)OC(C)(C)C (tert-butyl 7-[2-(2-aminothiazol-4-yl)-2-tert-butoxycarbonylmethoxyiminoacetamido]-3-methoxymethyl-3-cephem-4-carboxylate). Isolated yield 87.5%. As a reaction SMILES: [C:1]([O:5][C:6]([CH2:8][O:9][N:10]=[C:11]([C:34]1[N:35]=[C:36]([NH:39]C=O)[S:37][CH:38]=1)[C:12]([NH:14][CH:15]1[C:32](=[O:33])[N:17]2[C:18]([C:25]([O:27][C:28]([CH3:31])([CH3:30])[CH3:29])=[O:26])=[C:19]([CH2:22][O:23][CH3:24])[CH2:20][S:21][C@H:16]12)=[O:13])=[O:7])([CH3:4])([CH3:3])[CH3:2].Cl.C(OCC)(=O)C.C(=O)(O)[O-].[Na+]>CO.O>[NH2:39][C:36]1[S:37][CH:38]=[C:34]([C:11](=[N:10][O:9][CH2:8][C:6]([O:5][C:1]([CH3:4])([CH3:3])[CH3:2])=[O:7])[C:12]([NH:14][CH:15]2[C:32](=[O:33])[N:17]3[C:18]([C:25]([O:27][C:28]([CH3:29])([CH3:30])[CH3:31])=[O:26])=[C:19]([CH2:22][O:23][CH3:24])[CH2:20][S:21][C@H:16]23)=[O:13])[N:35]=1 |f:3.4|. Procedure details: A mixture of tert-butyl 7-[2-tert-butoxycarbonylmethoxyimino-2-(2-formamidothiazol-4-yl)acetamido]-3-methoxymethyl-3-cephem-4-carboxylate (syn isomer) (2.6 g) and conc. hydrochloric acid (0.9 g) in methanol (20 ml) was stirred at ambient temperature for 3 hours. The reaction mixture was added to ethyl acetate and water, and then adjusted to pH 7.5 with a saturated aqueous sodium bicarbonate. The separated organic layer was washed with a saturated aqueous sodium chloride and then dried over magne... The reactants are [Si](C)(C)(C(C)(C)C)OCCN1CCCCCCC1 (1-(2-((tert-butyldimethylsilyl)oxy)ethyl)azocane), CCCC[N+](CCCC)(CCCC)CCCC.[F-] (TBAF). Product: N1(CCCCCCC1)CCO (2-(azocan-1-yl)ethanol). Isolated yield 37.0%. Reaction SMILES: [Si]([O:8][CH2:9][CH2:10][N:11]1[CH2:18][CH2:17][CH2:16][CH2:15][CH2:14][CH2:13][CH2:12]1)(C(C)(C)C)(C)C.CCCC[N+](CCCC)(CCCC)CCCC.[F-]>>[N:11]1([CH2:10][CH2:9][OH:8])[CH2:18][CH2:17][CH2:16][CH2:15][CH2:14][CH2:13][CH2:12]1 |f:1.2|. Procedure details: A solution of 1-(2-((tert-butyldimethylsilyl)oxy)ethyl)azocane (9.13 g, 33.7 mmol) and TBAF (1M in THF, 36 mmol) was stirred at room temperature overnight. The mixture was concentrated and purified on a silica gel column (eluting with DCM/MeOH=30/1-50/1) to afford 2-(azocan-1-yl)ethanol (1.96 g, 37%). 1H NMR (DMSO-d6): δ 4.33 (br s, 1H), 3.45 (t, 2H), 2.53 (m, 6H), 1.54 (m, 10H); LCMS: 158 (M+H)+. Starting materials: CC(C)(C)OC(=O)N1CCN(CCN)CC1, N#Cc1cnc2cnc(F)cc2c1Nc1ccc(Cc2ccccc2)cc1, C1CCOC1, CO, ClCCl, Fc1cnc2ncccc2c1, Fc1ccc2cccnc2n1. Yields the product CC(C)(C)OC(=O)N1CCN(CCNc2cc3c(Nc4ccc(Cc5ccccc5)cc4)c(C#N)cnc3cn2)CC1. As a reaction SMILES: [C:28](=[O:29])([O:30][C:31]([CH3:32])([CH3:33])[CH3:34])[N:35]1[CH2:36][CH2:37][N:38]([CH2:41][CH2:42][NH2:43])[CH2:39][CH2:40]1.[CH2:1]([c:2]1[cH:3][cH:4][cH:5][cH:6][cH:7]1)[c:8]1[cH:9][cH:10][c:11]([NH:14][c:15]2[c:16]([C:26]#[N:27])[cH:17][n:18][c:19]3[cH:20][n:21][c:22]([F:25])[cH:23][c:24]23)[cH:12][cH:13]1.[CH2:71]1[O:72][CH2:73][CH2:74][CH2:75]1.[CH3:69][OH:70].[Cl:66][CH2:67][Cl:68].[F:44][c:45]1[cH:46][c:47]2[c:48]([n:49][cH:50]1)[n:51][cH:52][cH:53][cH:54]2.[F:55][c:56]1[cH:57][cH:58][c:59]2[c:60]([n:61][cH:62][cH:63][cH:64]2)[n:65]1>>[CH2:1]([c:2]1[cH:3][cH:4][cH:5][cH:6][cH:7]1)[c:8]1[cH:9][cH:10][c:11]([NH:14][c:15]2[c:16]([C:26]#[N:27])[cH:17][n:18][c:19]3[cH:20][n:21][c:22]([NH:43][CH2:42][CH2:41][N:38]4[CH2:37][CH2:36][N:35]([C:28](=[O:29])[O:30][C:31]([CH3:32])([CH3:33])[CH3:34])[CH2:40][CH2:39]4)[cH:23][c:24]23)[cH:12][cH:13]1. Reactants: Fc1cc(F)cc(Br)c1, O=C([O-])[O-], C1COCCN1, CCOCC, [K+], [K+], O=C(C=Cc1ccccc1)C=Cc1ccccc1, O=C(C=Cc1ccccc1)C=Cc1ccccc1, O=C(C=Cc1ccccc1)C=Cc1ccccc1, O, [Pd], [Pd]. Yields the product Fc1cc(F)cc(N2CCOCC2)c1. Reaction SMILES: [Br:1][c:2]1[cH:3][c:4]([F:9])[cH:5][c:6]([F:8])[cH:7]1.[C:10](=[O:11])([O-:12])[O-:13].[CH2:16]1[CH2:17][O:18][CH2:19][CH2:20][NH:21]1.[CH3:22][CH2:23][O:24][CH2:25][CH3:26].[K+:14].[K+:15].[O:30]=[C:31]([CH:32]=[CH:33][c:34]1[cH:35][cH:36][cH:37][cH:38][cH:39]1)[CH:40]=[CH:41][c:42]1[cH:43][cH:44][cH:45][cH:46][cH:47]1.[O:48]=[C:49]([CH:50]=[CH:51][c:52]1[cH:53][cH:54][cH:55][cH:56][cH:57]1)[CH:58]=[CH:59][c:60]1[cH:61][cH:62][cH:63][cH:64][cH:65]1.[O:66]=[C:67]([CH:68]=[CH:69][c:70]1[cH:71][cH:72][cH:73][cH:74][cH:75]1)[CH:76]=[CH:77][c:78]1[cH:79][cH:80][cH:81][cH:82][cH:83]1.[OH2:27].[Pd:28].[Pd:29]>>[c:2]1([N:21]2[CH2:16][CH2:17][O:18][CH2:19][CH2:20]2)[cH:3][c:4]([F:9])[cH:5][c:6]([F:8])[cH:7]1. Starting materials: CCOCC (ether), C(C1=CC=CC=C1)C1CCNCC1 (4-benzyl-piperidine), C(C)(C)(C)OC(NCCBr)=O ((2-bromo-ethyl)-carbamic acid tert-butyl ester), CCN(C(C)C)C(C)C (DIPEA). The solvent is CCOC(=O)C.CCCCCCC (EtOAc heptane), C1CCOC1 (THF). Yields the product C(C)(C)(C)OC(NCCN1CCC(CC1)CC1=CC=CC=C1)=O ([2-(4-Benzyl-piperidin-1-yl)-ethyl]-carbamic acid tert-butyl ester). Reaction SMILES: [CH2:1]([CH:8]1[CH2:13][CH2:12][NH:11][CH2:10][CH2:9]1)[C:2]1[CH:7]=[CH:6][CH:5]=[CH:4][CH:3]=1.[C:14]([O:18][C:19](=[O:24])[NH:20][CH2:21][CH2:22]Br)([CH3:17])([CH3:16])[CH3:15].CCN(C(C)C)C(C)C.CCOCC>C1COCC1.CCOC(C)=O.CCCCCCC>[C:14]([O:18][C:19](=[O:24])[NH:20][CH2:21][CH2:22][N:11]1[CH2:12][CH2:13][CH:8]([CH2:1][C:2]2[CH:7]=[CH:6][CH:5]=[CH:4][CH:3]=2)[CH2:9][CH2:10]1)([CH3:17])([CH3:16])[CH3:15] |f:5.6|. Procedure details: A mixture of 4-benzyl-piperidine (876 mg, 5.0 mmol), (2-bromo-ethyl)-carbamic acid tert-butyl ester (1.12 g, 5.0 mmol) and DIPEA (650 mg, 5 mmol) in THF (30 mL) is heated at reflux for 15 h. The solution is poured into ether (150 mL) and extracted with saturated Na2CO3 (2×50 mL) and brine (30 mL), dried (Na2SO4), filtered and concentrated to provide a crude oil. Flash chromatography (EtOAc/heptane: 3/2) provides the title compound.